Dataset: the Open Reaction Database (ORD), a public repository of structured organic reaction records. Task: describe an organic reaction: reactants, conditions, products, and yield Starting materials: C(C)(C)(C)OC(NCC1=NC=C(C=C1F)NC1=C(C=C(C=C1)OC)C(F)(F)F)=O (Tert-butyl[3-fluoro-5-(4-methoxy-2-trifluoromethyl-phenylamino)-pyridin-2-ylmethyl]-carbamate). Solvent: Cl (hydrochloric acid), O1CCOCC1 (dioxane). The product is NCC1=C(C=C(C=N1)NC1=C(C=C(C=C1)OC)C(F)(F)F)F ((6-aminomethyl-5-fluoro-pyridin-3-yl)-(4-methoxy-2-trifluoromethyl-phenyl)-amine). RXN SMILES: C(OC(=O)[NH:7][CH2:8][C:9]1[C:14]([F:15])=[CH:13][C:12]([NH:16][C:17]2[CH:22]=[CH:21][C:20]([O:23][CH3:24])=[CH:19][C:18]=2[C:25]([F:28])([F:27])[F:26])=[CH:11][N:10]=1)(C)(C)C>Cl.O1CCOCC1>[NH2:7][CH2:8][C:9]1[N:10]=[CH:11][C:12]([NH:16][C:17]2[CH:22]=[CH:21][C:20]([O:23][CH3:24])=[CH:19][C:18]=2[C:25]([F:28])([F:26])[F:27])=[CH:13][C:14]=1[F:15]. Reported procedure: Tert-butyl[3-fluoro-5-(4-methoxy-2-trifluoromethyl-phenylamino)-pyridin-2-ylmethyl]-carbamate (0.13 mmol) was stirred for two hours at 60° C. in a mixture of 2 mL semi-concentrated hydrochloric acid and 3 mL dioxane. The mixture was then evaporated to dryness, then the residue was stirred with 3 mL toluene and evaporated down again. The crude product thus obtained (89% of theory) was used further without purification. The reactants are ClC1=CC(=C(CCl)C=C1)C (4-chloro-2-methylbenzyl chloride), [C-]#N.[K+] (KCN). The solvent is C(C)O (ethanol). Conditions: temperature 100 celsius. Yields the product ClC1=CC(=C(CC#N)C=C1)C (4-chloro-2-methylbenzyl cyanide). Yield: 70.4%. Reaction SMILES: [Cl:1][C:2]1[CH:9]=[CH:8][C:5]([CH2:6]Cl)=[C:4]([CH3:10])[CH:3]=1.[C-:11]#[N:12].[K+]>C(O)C>[Cl:1][C:2]1[CH:9]=[CH:8][C:5]([CH2:6][C:11]#[N:12])=[C:4]([CH3:10])[CH:3]=1 |f:1.2|. Reported procedure: Step B To a solution of 4-chloro-2-methylbenzyl chloride (5.2 g, 30 mmol) in ethanol (40 mL) was added an aqueous solution (30 mL) of KCN (5 g, 77 mmol) at room temperature. The reaction mixture was then heated at 100° C. for 2 h. The mixture was cooled to room temperature and concentrated. The residue was partitioned between ethyl acetate and water. The organic layer was separated, concentrated. The residue was purified by chromatography (EtOAc:hexanes=1:10, then 1:4) to give 4-chloro-2-methylb... Starting materials: N(N)C1=NC=CC(=N1)C1=CC(=CC=C1)C(F)(F)F (2-hydrazino-4-(m-trifluoromethylphenyl)pyrimidine), C(CC)(OCC)(OCC)OCC (triethyl orthopropionate). The product is C(C)C1=NN=C2N1C=CC(=N2)C2=CC(=CC=C2)C(F)(F)F (3-Ethyl-7-(m-trifluoromethylphenyl)-1,2,4-triazolo[4,3-a]pyrimidine). As a reaction SMILES: [NH:1]([C:3]1[N:8]=[C:7]([C:9]2[CH:14]=[CH:13][CH:12]=[C:11]([C:15]([F:18])([F:17])[F:16])[CH:10]=2)[CH:6]=[CH:5][N:4]=1)[NH2:2].[C:19](OCC)(OCC)(OCC)[CH2:20][CH3:21]>>[CH2:20]([C:21]1[N:4]2[CH:5]=[CH:6][C:7]([C:9]3[CH:14]=[CH:13][CH:12]=[C:11]([C:15]([F:18])([F:17])[F:16])[CH:10]=3)=[N:8][C:3]2=[N:1][N:2]=1)[CH3:19]. Procedure details: A mixture of 1.50 g. of 2-hydrazino-4-(m-trifluoromethylphenyl)pyrimidine and 25 ml. of triethyl orthopropionate is refluxed for 8 hours. On cooling the desired compound is obtained by filtration, m.p. 223°-224° C. Starting materials: COC(C1=C(C(=C(C(=C1)[N+](=O)[O-])N)Cl)N=[N+]=[N-])=O (4-amino-2-azido-3-chloro-5-nitro-benzoic acid methyl ester), CCO.CO (EtOH MeOH), [NH4+].[Cl-] (NH4Cl), C1CCOC1 (THF), dark violet-red solid. Reagents/catalysts: [Zn] (zinc). Solvent: mixture, C(Cl)Cl (CH2Cl2). Run at time 5 hour. Yields the product COC(C1=C(C(=C(C(=C1)N)N)Cl)N)=O (2,4,5-triamino-3-chloro-benzoic acid methyl ester). Reaction SMILES: [CH3:1][O:2][C:3](=[O:18])[C:4]1[CH:9]=[C:8]([N+:10]([O-])=O)[C:7]([NH2:13])=[C:6]([Cl:14])[C:5]=1[N:15]=[N+]=[N-].CCO.CO.[NH4+].[Cl-].C1COCC1>C(Cl)Cl.[Zn]>[CH3:1][O:2][C:3](=[O:18])[C:4]1[CH:9]=[C:8]([NH2:10])[C:7]([NH2:13])=[C:6]([Cl:14])[C:5]=1[NH2:15] |f:1.2,3.4|. Procedure: To a suspension of 4.4 g (16.19 mmol) of 4-amino-2-azido-3-chloro-5-nitro-benzoic acid methyl ester in 161 mL of a mixture EtOH:MeOH 2:1 (v/v), 161 mL of a saturated NH4Cl aqueous solution is added followed by the addition of 88 mL of THF. Then 5.2 g (81 mmol) of powdered zinc is added and the reaction is stirred at ambient temperature during 5 h. The suspension is diluted with CH2Cl2 and the organic phase is washed with brine (2 times) and then dried on Na2SO4. After filtration and evaporation ... Reactants: C(C)OC([C@H](NC([C@H](NC(=O)OC(C)(C)C)CC1=CN(C2=CC=CC=C12)C)=O)CCSC)=O (N-tert-butoxycarbonyl-1-methyl-D-tryptophyl-D-methionine ethyl ester), Cl (hydrogen chloride). Solvent: C(=O)O (formic acid), C(=O)O (formic acid). Run at time 1.5 hour. Product: CN1C=C(C2=CC=CC=C12)C[C@@H]1C(N[C@@H](C(N1)=O)CCSC)=O ((3R,6R)-3-(1-methylindol-3-ylmethyl)-6-(2-methylthioethyl)piperazine-2,5-dione). The yield is 69.7%. As a reaction SMILES: C(OC(=O)[C@@H:5]([CH2:29][CH2:30][S:31][CH3:32])[NH:6][C:7](=[O:28])[C@@H:8]([CH2:17][C:18]1[C:26]2[C:21](=[CH:22][CH:23]=[CH:24][CH:25]=2)[N:20]([CH3:27])[CH:19]=1)[NH:9][C:10](OC(C)(C)C)=[O:11])C.Cl>C(O)=O>[CH3:27][N:20]1[C:21]2[C:26](=[CH:25][CH:24]=[CH:23][CH:22]=2)[C:18]([CH2:17][C@H:8]2[NH:9][C:10](=[O:11])[C@@H:5]([CH2:29][CH2:30][S:31][CH3:32])[NH:6][C:7]2=[O:28])=[CH:19]1. Procedure: A mixture of N-tert-butoxycarbonyl-1-methyl-D-tryptophyl-D-methionine ethyl ester (2.4 g), formic acid (25 ml), and saturated solution of hydrogen chloride in formic acid (10 ml) was stirred on an ice bath for 1.5 hours. After removal of the solvent, the crude residue was dissolved in ethanol (20 ml) and saturated ammonia in ethanol (10 ml) was added. The resulting mixture was stirred for 16 hours at room temperature and precipitated mass was collected, washed with ethanol, and dried. Recrystall... Reactants: stannous chloride, [OH-].[Na+] (sodium hydroxide), N(=[N+]=[N-])C1=C(C(=C(C(=O)OCC)C=C1F)F)C (ethyl 4-azido-2,5-difluoro-3-methylbenzoate), C(C)OCC (diethyl ether), O (water). The solvent is CO (methanol), CO (methanol). Run at time 30 minute. The product is NC1=C(C(=C(C(=O)OCC)C=C1F)F)C (ethyl 4-amino-2,5-difluoro-3-methylbenzoate). RXN SMILES: [N:1]([C:4]1[C:14]([F:15])=[CH:13][C:7]([C:8]([O:10][CH2:11][CH3:12])=[O:9])=[C:6]([F:16])[C:5]=1[CH3:17])=[N+]=[N-].C(OCC)C.O.[OH-].[Na+]>CO>[NH2:1][C:4]1[C:14]([F:15])=[CH:13][C:7]([C:8]([O:10][CH2:11][CH3:12])=[O:9])=[C:6]([F:16])[C:5]=1[CH3:17] |f:3.4|. Procedure: In 60 ml of methanol was suspended 14.2 g of stannous chloride, and to this suspension was dropwise added a solution of 10.0 g of ethyl 4-azido-2,5-difluoro-3-methylbenzoate in 20 ml of methanol at room temperature over one hour, after which the resulting mixture was stirred at the same temperature for 30 minutes. The methanol was removed by distillation under reduced pressure, and to the residue obtained were added 300 ml of diethyl ether and 100 ml of water, after which the pH was adjusted to ... Reactants: CCN1C(=O)C(C(=O)OC)C(=O)c2cc(Nc3ccc(OC)cc3C)cc(C)c21, [Na+], C1COCCO1, [OH-]. Yields the product CCN1C(=O)C(C(=O)O)C(=O)c2cc(Nc3ccc(OC)cc3C)cc(C)c21. As a reaction SMILES: [CH2:1]([CH3:2])[N:3]1[C:4](=[O:29])[CH:5]([C:25](=[O:26])[O:27][CH3:28])[C:6](=[O:24])[c:7]2[cH:8][c:9]([NH:14][c:15]3[c:16]([CH3:23])[cH:17][c:18]([O:21][CH3:22])[cH:19][cH:20]3)[cH:10][c:11]([CH3:13])[c:12]21.[Na+:31].[O:32]1[CH2:33][CH2:34][O:35][CH2:36][CH2:37]1.[OH-:30]>>[CH2:1]([CH3:2])[N:3]1[C:4](=[O:29])[CH:5]([C:25](=[O:26])[OH:27])[C:6](=[O:24])[c:7]2[cH:8][c:9]([NH:14][c:15]3[c:16]([CH3:23])[cH:17][c:18]([O:21][CH3:22])[cH:19][cH:20]3)[cH:10][c:11]([CH3:13])[c:12]21. Procedure details: Combine 1-(3,4,5-trimethoxybenzyl)-3-(3-(t-butyldimethylsilyloxy)propyl)-2-oxopyrrolidine (0.71 g, 1.62 mmol) and tetrahydrofuran (10 mL). Cool to −78° C. using a dry-ice/acetone bath. Add a solution of sec-butyl lithium (1.37 mL, 1.3 M in hexane, 1.78 mmol). After 30 minutes, add 4-fluorobenzyl bromide (0.34 g, 1.78 mmol). After 15 minutes, warm slowly to ambient temperature. After 12 hours, add water and extract three times with ethyl acetate. Dry the combined organic layers over Na2SO4, filte... Reaction conditions: temperature -78 celsius, time 30 minute. Reaction SMILES: [CH3:1][O:2][C:3]1[CH:4]=[C:5]([CH:24]=[C:25]([O:29][CH3:30])[C:26]=1[O:27][CH3:28])[CH2:6][N:7]1[CH2:11][CH2:10][CH:9]([CH2:12][CH2:13][CH2:14][O:15][Si:16]([C:19]([CH3:22])([CH3:21])[CH3:20])([CH3:18])[CH3:17])[C:8]1=[O:23].O1CCCC1.C([Li])(CC)C.[F:41][C:42]1[CH:49]=[CH:48][C:45]([CH2:46]Br)=[CH:44][CH:43]=1>C(OCC)(=O)C.CCCCCC.O>[CH3:1][O:2][C:3]1[CH:4]=[C:5]([CH:24]=[C:25]([O:29][CH3:30])[C:26]=1[O:27][CH3:28])[CH2:6][N:7]1[CH2:11][CH2:10][C:9]([CH2:46][C:45]2[CH:48]=[CH:49][C:42]([F:41])=[CH:43][CH:44]=2)([CH2:12][CH2:13][CH2:14][O:15][Si:16]([C:19]([CH3:22])([CH3:21])[CH3:20])([CH3:18])[CH3:17])[C:8]1=[O:23] |f:4.5|. Reactants: COC=1C=C(CN2C(C(CC2)CCCO[Si](C)(C)C(C)(C)C)=O)C=C(C1OC)OC (1-(3,4,5-trimethoxybenzyl)-3-(3-(t-butyldimethylsilyloxy)propyl)-2-oxopyrrolidine), FC1=CC=C(CBr)C=C1 (4-fluorobenzyl bromide), O1CCCC1 (tetrahydrofuran), C(C)(CC)[Li] (sec-butyl lithium). Solvent: C(C)(=O)OCC.CCCCCC (ethyl acetate hexane), O (water). Yields the product COC=1C=C(CN2C(C(CC2)(CCCO[Si](C)(C)C(C)(C)C)CC2=CC=C(C=C2)F)=O)C=C(C1OC)OC (1-(3,4,5-trimethoxybenzyl)-3-(4-fluorophenylmethyl)-3-(3-(t-butyldimethylsilyloxy)propyl)-2-oxopyrrolidine). The reactants are C(C1=CC=CC=C1)OC1=CC=C2C(=N1)NC=N2 (5-(benzyloxy)-3H-imidazo[4,5-b]pyridine), ClC1=C(C=CC=C1Cl)B(O)O (2,3-dichlorophenylboronic acid). Product: ClC1=C(C=CC=C1Cl)N1C=NC=2C1=NC(=CC2)O (3-(2,3-Dichlorophenyl)-3H-imidazo[4,5-b]pyridin-5-ol). RXN SMILES: C([O:8][C:9]1[N:14]=[C:13]2[NH:15][CH:16]=[N:17][C:12]2=[CH:11][CH:10]=1)C1C=CC=CC=1.[Cl:18][C:19]1[C:24]([Cl:25])=[CH:23][CH:22]=[CH:21][C:20]=1B(O)O>>[Cl:18][C:19]1[C:24]([Cl:25])=[CH:23][CH:22]=[CH:21][C:20]=1[N:15]1[C:13]2=[N:14][C:9]([OH:8])=[CH:10][CH:11]=[C:12]2[N:17]=[CH:16]1. Procedure: From 5-(benzyloxy)-3H-imidazo[4,5-b]pyridine and 2,3-dichlorophenylboronic acid, prepared in a similar manner as the one described in Example 1.26, the title compound was obtained. LCMS m/z=280.0 [M+H]+.